Dataset: the Open Reaction Database (ORD), a public repository of structured organic reaction records. Task: describe an organic reaction: reactants, conditions, products, and yield The reactants are C1(CC1)COC=1C(=NC(=NC1)S(=O)(=O)C)C1=CN(C(C=2CCCCC12)=O)C (4-[5-(cyclopropylmethoxy)-2-methylsulfonylpyrimidin-4-yl]-2-methyl-5,6,7,8-tetrahydroisoquinolin-1-one), CS(=O)(=O)N (MeSO2NH2). Product: C1(CC1)COC=1C(=NC(=NC1)NS(=O)(=O)C)C1=CN(C(C=2CCCCC12)=O)C (N-[5-(cyclopropylmethoxy)-4-(2-methyl-1-oxo-5,6,7,8-tetrahydroisoquinolin-4-yl)pyrimidin-2-yl]methanesulfonamide). RXN SMILES: [CH:1]1([CH2:4][O:5][C:6]2[C:7]([C:16]3[C:25]4[CH2:24][CH2:23][CH2:22][CH2:21][C:20]=4[C:19](=[O:26])[N:18]([CH3:27])[CH:17]=3)=[N:8][C:9](S(C)(=O)=O)=[N:10][CH:11]=2)[CH2:3][CH2:2]1.[CH3:28][S:29]([NH2:32])(=[O:31])=[O:30]>>[CH:1]1([CH2:4][O:5][C:6]2[C:7]([C:16]3[C:25]4[CH2:24][CH2:23][CH2:22][CH2:21][C:20]=4[C:19](=[O:26])[N:18]([CH3:27])[CH:17]=3)=[N:8][C:9]([NH:32][S:29]([CH3:28])(=[O:31])=[O:30])=[N:10][CH:11]=2)[CH2:3][CH2:2]1. Procedure details: The title compound of step 4 was treated with MeSO2NH2 in a manner similar to Example 152, step 6 to give the title compound. 1H NMR (CDCl3, 400 MHz): δ 8.18 (s, 1H), 7.38 (s, 1H), 3.74 (d, J=6.4 Hz, 2H), 3.51 (s, 3H), 3.28 (s, 3H), 2.60-2.53 (m, 2H), 2.50-2.46 (m, 2H), 1.74-1.71 (m, 2H), 1.64-1.59 (m, 2H), 1.13-1.10 (m, 1H), 0.60-0.58 (m, 2H), 0.25-0.24 (m, 2H). LCMS: 405.1 (M+H)+